This data is from the Open Reaction Database (ORD), a public repository of structured organic reaction records. The task is: describe an organic reaction: reactants, conditions, products, and yield The reactants are N1CCOCCOCCOCCOCC1 (1-aza-4,7,10,13-tetraoxacyclopentadecane), C12(CC3CC(CC(C1)C3)C2)CC(=O)Cl ((1-adamantyl)acetyl chloride). As a reaction SMILES: [NH:1]1[CH2:15][CH2:14][O:13][CH2:12][CH2:11][O:10][CH2:9][CH2:8][O:7][CH2:6][CH2:5][O:4][CH2:3][CH2:2]1.[C:16]12([CH2:26][C:27](Cl)=[O:28])[CH2:25][CH:20]3[CH2:21][CH:22]([CH2:24][CH:18]([CH2:19]3)[CH2:17]1)[CH2:23]2>>[C:16]12([CH2:26][C:27]([N:1]3[CH2:15][CH2:14][O:13][CH2:12][CH2:11][O:10][CH2:9][CH2:8][O:7][CH2:6][CH2:5][O:4][CH2:3][CH2:2]3)=[O:28])[CH2:23][CH:22]3[CH2:21][CH:20]([CH2:19][CH:18]([CH2:24]3)[CH2:17]1)[CH2:25]2. The product is C12(CC3CC(CC(C1)C3)C2)CC(=O)N2CCOCCOCCOCCOCC2 (1-((1-Adamantyl)acetyl)-1-aza-4,7,10,13-tetraoxacyclopentadecane). Procedure details: Analogously to Example 14 from 1-aza-4,7,10,13-tetraoxacyclopentadecane and (1-adamantyl)acetyl chloride.